This data is from the Open Reaction Database (ORD), a public repository of structured organic reaction records. The task is: describe an organic reaction: reactants, conditions, products, and yield Starting materials: NCC=1C=C2CC(NC2=CC1)=O (5-Aminomethylindolin-2-one), C(C)(=O)C=1NC=CC1 (2-acetylpyrrole), N1CCCCC1 (piperidine), CS(=O)C (DMSO). Run at temperature 160 celsius. Yields the product N1C(=CC=C1)C(C)=NCC=1C=C2C(C(NC2=CC1)=O)=C(C)C=1NC=CC1 (5-((1-pyrrol-2-yl)ethylidene)aminomethyl-3-[1-(pyrrol-2-yl)ethylidene]indolin-2-one). As a reaction SMILES: [NH2:1][CH2:2][C:3]1[CH:4]=[C:5]2[C:9](=[CH:10][CH:11]=1)[NH:8][C:7](=[O:12])[CH2:6]2.[C:13]([C:16]1[NH:17][CH:18]=[CH:19][CH:20]=1)(=O)[CH3:14].[NH:21]1[CH2:26][CH2:25][CH2:24][CH2:23][CH2:22]1.[CH3:27]S(C)=O>>[NH:17]1[CH:18]=[CH:19][CH:20]=[C:16]1[C:13](=[N:1][CH2:2][C:3]1[CH:4]=[C:5]2[C:9](=[CH:10][CH:11]=1)[NH:8][C:7](=[O:12])[C:6]2=[C:22]([C:23]1[NH:21][CH:26]=[CH:25][CH:24]=1)[CH3:27])[CH3:14]. Procedure: 5-Aminomethylindolin-2-one (160 mg, 1 mmol), 2-acetylpyrrole (190 mg, 1.74 mmol) and piperidine (0.4 mL) were mixed together in a microwave reaction vessel and heated to 160° C. for 8 minutes in a microwave reactor. The resulting black-colored solid was dissolved in DMSO and purified by reverse phase HPLC (acetonitrile/water) to afford 5-((1-pyrrol-2-yl)ethylidene)aminomethyl-3-[1-(pyrrol-2-yl)ethylidene]indolin-2-one; (20 mg), as a trifluoroacetate salt; 1H NMR (400 MHz, DMSO) δ 2.74 (s, 3H) 2....